This data is from the Open Reaction Database (ORD), a public repository of structured organic reaction records. The task is: describe an organic reaction: reactants, conditions, products, and yield Starting materials: Cl (HCl), CN1CCC(CC1)=C1C2=CC=CC=C2SC=2C=CC(=CC12)C(=O)O (1-methyl-4-(2-carboxy-thioxanthen-9-ylidene)-piperidine). Yields the product hydrochloride salt, Cl.CN1CCC(CC1)=C1C2=CC=CC=C2SC=2C=CC(=CC12)C(=O)O (1-methyl-4-(2-carboxy-thioxanthen-9-ylidene)-piperidine hydrochloride). As a reaction SMILES: [ClH:1].[CH3:2][N:3]1[CH2:8][CH2:7][C:6](=[C:9]2[C:22]3[CH:21]=[C:20]([C:23]([OH:25])=[O:24])[CH:19]=[CH:18][C:17]=3[S:16][C:15]3[C:10]2=[CH:11][CH:12]=[CH:13][CH:14]=3)[CH2:5][CH2:4]1>>[ClH:1].[CH3:2][N:3]1[CH2:4][CH2:5][C:6](=[C:9]2[C:22]3[CH:21]=[C:20]([C:23]([OH:25])=[O:24])[CH:19]=[CH:18][C:17]=3[S:16][C:15]3[C:10]2=[CH:11][CH:12]=[CH:13][CH:14]=3)[CH2:7][CH2:8]1 |f:2.3|. Reported procedure: The hydrochloride salt is prepared by the addition of 6N HCl to a saturated ethanolic solution of the above-prepared 1-methyl-4-(2-carboxy-thioxanthen-9-ylidene)-piperidine. The resulting precipitate is collected, washed with ethanol and recrystallized from absolute ethanol to provide 1-methyl-4-(2-carboxy-thioxanthen-9-ylidene)-piperidine hydrochloride. The reactants are C1(=CC2=C1C=CC=C2)CN2CCC(CC2)C(=O)Cl (1-(benzocyclobuten-1-ylmethyl)-4-piperidinecarbonyl chloride), C(C(=O)Cl)(=O)Cl (oxalyl chloride), FC1=CC(=CC=C1)F (1,3-difluorobenzene), [Cl-].[Cl-].[Cl-].[Al+3] (aluminum trichloride). The solvent is ClCCl (dichloromethane), ClCCl (dichloromethane). The product is C1(=CC2=C1C=CC=C2)CN2CCC(CC2)C(C2=C(C=C(C=C2)F)F)=O (1-(Benzocyclobuten-1-ylmethyl)-4-(2,4-difluorobenzoyl) piperidine). Isolated yield 35.0%. Reaction SMILES: [C:1]1([CH2:9][N:10]2[CH2:15][CH2:14][CH:13]([C:16](Cl)=[O:17])[CH2:12][CH2:11]2)[C:4]2[CH:5]=[CH:6][CH:7]=[CH:8][C:3]=2[CH:2]=1.C(Cl)(=O)C(Cl)=O.[F:25][C:26]1[CH:31]=[CH:30][CH:29]=[C:28]([F:32])[CH:27]=1.[Cl-].[Cl-].[Cl-].[Al+3]>ClCCl>[C:1]1([CH2:9][N:10]2[CH2:15][CH2:14][CH:13]([C:16](=[O:17])[C:29]3[CH:30]=[CH:31][C:26]([F:25])=[CH:27][C:28]=3[F:32])[CH2:12][CH2:11]2)[C:4]2[CH:5]=[CH:6][CH:7]=[CH:8][C:3]=2[CH:2]=1 |f:3.4.5.6|. Procedure: 0.025 mole of 1-(benzocyclobuten-1-ylmethyl)-4-piperidinecarbonyl chloride (prepared by the action of oxalyl chloride on the acid described above), dissolved in 50 ml of dichloromethane, is introduced into a suspension of 0.025 mole of 1,3-difluorobenzene and 0.026 mole of aluminum trichloride in 10 ml of dichloromethane. When the gaseous evolution has ceased, the mixture is hydrolyzed with ice, settling is allowed to take place and the product is extracted with 1 N hydrochloric acid. The aqueou...